This data is from the Open Reaction Database (ORD), a public repository of structured organic reaction records. The task is: describe an organic reaction: reactants, conditions, products, and yield RXN SMILES: [OH:1][C:2]1[CH:11]=[C:10]2[C:5]([CH2:6][CH:7]([C:12]([O:14][C:15]([CH3:18])([CH3:17])[CH3:16])=[O:13])[CH2:8][O:9]2)=[CH:4][CH:3]=1.C([O-])([O-])=O.[K+].[K+].CS(O[CH2:30][CH2:31][C:32]1[N:33]=[C:34]([C:38]2[CH:43]=[CH:42][CH:41]=[CH:40][CH:39]=2)[O:35][C:36]=1[CH3:37])(=O)=O>CC#N.C(OCC)C>[C:15]([O:14][C:12]([CH:7]1[CH2:6][C:5]2[C:10](=[CH:11][C:2]([O:1][CH2:30][CH2:31][C:32]3[N:33]=[C:34]([C:38]4[CH:43]=[CH:42][CH:41]=[CH:40][CH:39]=4)[O:35][C:36]=3[CH3:37])=[CH:3][CH:4]=2)[O:9][CH2:8]1)=[O:13])([CH3:18])([CH3:17])[CH3:16] |f:1.2.3|. The reactants are OC1=CC=C2CC(COC2=C1)C(=O)OC(C)(C)C (tert-butyl 7-hydroxychromane-3-carboxylate), C(=O)([O-])[O-].[K+].[K+] (K2CO3), CS(=O)(=O)OCCC=1N=C(OC1C)C1=CC=CC=C1 (2-(5-methyl-2-phenyl-1,3-oxazol-4-yl)ethyl methanesulfonate). Run in CC#N (CH3CN), C(C)OCC (diethyl ether). Reported procedure: To a stirred solution of tert-butyl 7-hydroxychromane-3-carboxylate (2.5 g, 10 mmol) in CH3CN (20 ml), K2CO3 (4.1 g) and 2-(5-methyl-2-phenyl-1,3-oxazol-4-yl)ethyl methanesulfonate (3.7 g) were added and the reaction mixture was heated under reflux for overnight. The reaction mixture was cooled to room temperature and diluted with 100 ml of diethyl ether. The diluted solution was passed through a pad of silica and the silica was washed with more ether. The ether solution was evaporated to drynes... Yields the product C(C)(C)(C)OC(=O)C1COC2=CC(=CC=C2C1)OCCC=1N=C(OC1C)C1=CC=CC=C1 (tert-butyl-7-[2-(5-Methyl-2-phenyl-4-oxazolyl)ethoxy]chromane-3-carboxylate). The reactants are CCN(C(C)C)C(C)C, CN(C)C=O, [Cl-], COc1cc(C(=O)O)ccc1Nc1ncc2c(n1)N(CCCc1ccccc1)CC(F)(F)C(=O)N2C, [NH4+], O. Yields the product COc1cc(C(N)=O)ccc1Nc1ncc2c(n1)N(CCCc1ccccc1)CC(F)(F)C(=O)N2C. Reaction SMILES: [CH2:37]([N:39]([CH:38]([CH3:40])[CH3:41])[CH:42]([CH3:43])[CH3:44])[CH3:45].[CH3:48][N:49]([CH3:50])[CH:51]=[O:52].[Cl-:46].[F:1][C:2]1([F:36])[C:3](=[O:35])[N:4]([CH3:34])[c:5]2[c:6]([n:18][c:19]([NH:22][c:23]3[c:24]([O:32][CH3:33])[cH:25][c:26]([C:27](=[O:28])[OH:29])[cH:30][cH:31]3)[n:20][cH:21]2)[N:7]([CH2:9][CH2:10][CH2:11][c:12]2[cH:13][cH:14][cH:15][cH:16][cH:17]2)[CH2:8]1.[NH4+:47].[OH2:53]>>[F:1][C:2]1([F:36])[C:3](=[O:35])[N:4]([CH3:34])[c:5]2[c:6]([n:18][c:19]([NH:22][c:23]3[c:24]([O:32][CH3:33])[cH:25][c:26]([C:27](=[O:28])[NH2:39])[cH:30][cH:31]3)[n:20][cH:21]2)[N:7]([CH2:9][CH2:10][CH2:11][c:12]2[cH:13][cH:14][cH:15][cH:16][cH:17]2)[CH2:8]1. The yield is 59.2%. The solvent is CO (methanol). Starting materials: C(\C=C(/C)\CCC=C(C)C)NC(C=CC1=CC(=C(C=C1)OC(=O)OCC)OC)=O (4-ethoxycarbonyloxy-3-methoxycinnamic acid geranylamide), aqueous solution, [OH-].[Na+] (sodium hydroxide), Cl (hydrochloric acid). Reaction conditions: time 1 hour. Procedure: To a solution of 1.44 g of 4-ethoxycarbonyloxy-3-methoxycinnamic acid geranylamide in 25 ml of methanol is added 10 ml of 2N aqueous solution of sodium hydroxide. The mixture is stirred at room temperature for one hour. The reaction mixture, after acidified with 1N hydrochloric acid, is extracted with chloroform. The organic layer is washed with water and dried over anhydrous sodium sulfate. The solvent is distilled off under reduced pressure, and the residue is subjected to column chromatograph... The product is C(\C=C(/C)\CCC=C(C)C)NC(C=CC1=CC(=C(C=C1)O)OC)=O (4-hydroxy-3-methoxycinnamic acid geranylamide). Reaction SMILES: [CH2:1]([NH:11][C:12](=[O:29])[CH:13]=[CH:14][C:15]1[CH:20]=[CH:19][C:18]([O:21]C(OCC)=O)=[C:17]([O:27][CH3:28])[CH:16]=1)/[CH:2]=[C:3](/[CH2:5][CH2:6][CH:7]=[C:8]([CH3:10])[CH3:9])\[CH3:4].[OH-].[Na+].Cl>CO>[CH2:1]([NH:11][C:12](=[O:29])[CH:13]=[CH:14][C:15]1[CH:20]=[CH:19][C:18]([OH:21])=[C:17]([O:27][CH3:28])[CH:16]=1)/[CH:2]=[C:3](/[CH2:5][CH2:6][CH:7]=[C:8]([CH3:10])[CH3:9])\[CH3:4] |f:1.2|.